From a dataset of the Open Reaction Database (ORD), a public repository of structured organic reaction records. describe an organic reaction: reactants, conditions, products, and yield The product is COC1=C(C=CC(=C1)OC)C1=C(C=C(C=C1)C1=NC(=NO1)C1=C(C=CC=C1)OC)C (5-(2′,4′-dimethoxy-2-methylbiphenyl-4-yl)-3-(2-methoxyphenyl)-1,2,4-oxadiazole). As a reaction SMILES: C(Cl)(=O)C(Cl)=O.[CH3:7][O:8][C:9]1[CH:14]=[C:13]([O:15][CH3:16])[CH:12]=[CH:11][C:10]=1[C:17]1[CH:22]=[CH:21][C:20]([C:23]([OH:25])=O)=[CH:19][C:18]=1[CH3:26].O[N:28]=[C:29]([C:31]1[CH:36]=[CH:35][CH:34]=[CH:33][C:32]=1[O:37][CH3:38])[NH2:30].CCN(C(C)C)C(C)C>>[CH3:7][O:8][C:9]1[CH:14]=[C:13]([O:15][CH3:16])[CH:12]=[CH:11][C:10]=1[C:17]1[CH:22]=[CH:21][C:20]([C:23]2[O:25][N:30]=[C:29]([C:31]3[CH:36]=[CH:35][CH:34]=[CH:33][C:32]=3[O:37][CH3:38])[N:28]=2)=[CH:19][C:18]=1[CH3:26]. Procedure details: Oxalyl chloride (112 μL; 1.32 mmol; 3 eq.), Intermediate 28 (120 mg; 0.44 mmol; 1 eq.), Intermediate 1 (73 mg; 0.44 mmol, 1 eq.) and DIEA (228 μL; 1.32 mmol; 3 eq.) were reacted according to general procedure 2. Purification by precipitation from DCM/n-pentane afforded the title compound as a yellow solid. Starting materials: C(C(=O)Cl)(=O)Cl (Oxalyl chloride), COC1=C(C=CC(=C1)OC)C1=C(C=C(C=C1)C(=O)O)C (2′,4′-dimethoxy-2-methylbiphenyl-4-carboxylic acid), ON=C(N)C1=C(C=CC=C1)OC (N′-Hydroxy-2-methoxybenzenecarboximidamide), CCN(C(C)C)C(C)C (DIEA).